From a dataset of the Open Reaction Database (ORD), a public repository of structured organic reaction records. describe an organic reaction: reactants, conditions, products, and yield The reactants are C1CCOC1, O=C1NC(=O)c2ccccc21, OCCOCCN1CCN(C(c2ccccc2)c2ccccc2)CC1, c1ccc(P(c2ccccc2)c2ccccc2)cc1. Product: O=C1c2ccccc2C(=O)N1CCOCCN1CCN(C(c2ccccc2)c2ccccc2)CC1. As a reaction SMILES: [CH2:56]1[O:57][CH2:58][CH2:59][CH2:60]1.[O:45]=[C:46]1[NH:47][C:48](=[O:49])[c:50]2[cH:51][cH:52][cH:53][cH:54][c:55]21.[c:1]1([CH:7]([N:8]2[CH2:9][CH2:10][N:11]([CH2:14][CH2:15][O:16][CH2:17][CH2:18][OH:19])[CH2:12][CH2:13]2)[c:20]2[cH:21][cH:22][cH:23][cH:24][cH:25]2)[cH:2][cH:3][cH:4][cH:5][cH:6]1.[c:26]1([P:27]([c:28]2[cH:29][cH:30][cH:31][cH:32][cH:33]2)[c:34]2[cH:35][cH:36][cH:37][cH:38][cH:39]2)[cH:40][cH:41][cH:42][cH:43][cH:44]1>>[c:1]1([CH:7]([N:8]2[CH2:9][CH2:10][N:11]([CH2:14][CH2:15][O:16][CH2:17][CH2:18][N:47]3[C:46](=[O:45])[c:55]4[c:50]([cH:51][cH:52][cH:53][cH:54]4)[C:48]3=[O:49])[CH2:12][CH2:13]2)[c:20]2[cH:21][cH:22][cH:23][cH:24][cH:25]2)[cH:2][cH:3][cH:4][cH:5][cH:6]1. The reactants are CN(C)c1cc(NC(=O)OC(C)(C)C)c(N)cc1C(F)(F)F, Cc1cc(-c2cccc(C(=O)CC(=O)OC(C)(C)C)c2)on1. Yields the product Cc1cc(-c2cccc(C(=O)CC(=O)Nc3cc(C(F)(F)F)c(N(C)C)cc3NC(=O)OC(C)(C)C)c2)on1. RXN SMILES: [C:1]([CH3:2])([CH3:3])([CH3:4])[O:5][C:6]([NH:7][c:8]1[c:9]([NH2:21])[cH:10][c:11]([C:17]([F:18])([F:19])[F:20])[c:12]([N:14]([CH3:15])[CH3:16])[cH:13]1)=[O:22].[C:23]([CH3:25])([CH3:26])([O:27][C:28](=[O:24])[CH2:29][C:30](=[O:31])[c:32]1[cH:33][c:34](-[c:38]2[cH:39][c:40]([CH3:43])[n:41][o:42]2)[cH:35][cH:36][cH:37]1)[CH3:44]>>[C:1]([CH3:2])([CH3:3])([CH3:4])[O:5][C:6]([NH:7][c:8]1[c:9]([NH:21][C:28](=[O:27])[CH2:29][C:30](=[O:31])[c:32]2[cH:33][c:34](-[c:38]3[cH:39][c:40]([CH3:43])[n:41][o:42]3)[cH:35][cH:36][cH:37]2)[cH:10][c:11]([C:17]([F:18])([F:19])[F:20])[c:12]([N:14]([CH3:15])[CH3:16])[cH:13]1)=[O:22].